From a dataset of the Open Reaction Database (ORD), a public repository of structured organic reaction records. describe an organic reaction: reactants, conditions, products, and yield Starting materials: FC(C(C1=CC2=CC=C(C=C2C=C1)OC)N1CCC(CC1)C(=O)OC)(F)F (methyl 1-(2,2,2-trifluoro-1-(6-methoxynaphthalen-2-yl)ethyl)piperidine-4-carboxylate), B(Br)(Br)Br (BBr3), C(=O)(O)[O-].[Na+] (NaHCO3), CO (Methanol). Run in C(Cl)Cl (DCM). Run at temperature 0 celsius, time 5 hour. Product: FC(C(C1=CC2=CC=C(C=C2C=C1)O)N1CCC(CC1)C(=O)OC)(F)F (methyl 1-(2,2,2-trifluoro-1-(6-hydroxynaphthalen-2-yl)ethyl)piperidine-4-carboxylate). Yield: 48.2%. RXN SMILES: [F:1][C:2]([F:27])([F:26])[CH:3]([N:16]1[CH2:21][CH2:20][CH:19]([C:22]([O:24][CH3:25])=[O:23])[CH2:18][CH2:17]1)[C:4]1[CH:13]=[CH:12][C:11]2[C:6](=[CH:7][CH:8]=[C:9]([O:14]C)[CH:10]=2)[CH:5]=1.B(Br)(Br)Br.CO.C([O-])(O)=O.[Na+]>C(Cl)Cl>[F:27][C:2]([F:1])([F:26])[CH:3]([N:16]1[CH2:21][CH2:20][CH:19]([C:22]([O:24][CH3:25])=[O:23])[CH2:18][CH2:17]1)[C:4]1[CH:13]=[CH:12][C:11]2[C:6](=[CH:7][CH:8]=[C:9]([OH:14])[CH:10]=2)[CH:5]=1 |f:3.4|. Reported procedure: To a solution of methyl 1-(2,2,2-trifluoro-1-(6-methoxynaphthalen-2-yl)ethyl)piperidine-4-carboxylate (500 mg, 1.3 mmol) in DCM (10 mL) was added BBr3 (3 N in DCM, 0.9 mL, 2.6 mmol, 2 eq) at 0° C. Then the reaction mixture was stirred at 0° C. for 5 h. Methanol (5 mL) was added into the mixture. The reaction was stirred at room temperature for another 2 h, and then was poured into the NaHCO3 aqueous solution, extracted with DCM (10 mL*3). The combined organic layers were washed with water (5 mL*... Reactants: O([Si](C)(C)C(C)(C)C)C=1C=C(C(=O)N)C=CC1CBr (3-t-butyldimethylsiloxy-4-bromomethylbenzamide), O([Si](C)(C)C(C)(C)C)C=1C=C(C(=O)N)C=CC1CBr (3-t-butyldimethylsiloxy-4-bromomethylbenzamide), O (H2O). Run in CC#N (CH3CN), [F-].[K+] (KF). Conditions: time 0.5 hour. Product: OC=1C=C(C(=O)N)C=CC1CO (3-Hydroxy-4-hydroxymethylbenzamide). RXN SMILES: [O:1]([C:9]1[CH:10]=[C:11]([CH:15]=[CH:16][C:17]=1[CH2:18]Br)[C:12]([NH2:14])=[O:13])[Si](C(C)(C)C)(C)C.[OH2:20]>CC#N.[F-].[K+]>[OH:1][C:9]1[CH:10]=[C:11]([CH:15]=[CH:16][C:17]=1[CH2:18][OH:20])[C:12]([NH2:14])=[O:13] |f:3.4|. Procedure: To the solution of 3-t-butyldimethylsiloxy-4-bromomethylbenzamide (Compound 7.2) (0.101 g, 0.293, mmol) in 8 mL CH3CN, KF.2H2O (0.041 g, 0.44 mmol) in 4 mL H2O was added dropwise. The mixture was then stirred at room temperature for half hour. After the solvent was removed, the residue was absorbed on 500 mg silica gel. The product was obtained by flash chromatography (ethyl acetate:ethyl alcohol=10:1, Rf=0.8) as a white solid (0.0439 g, y==90.7%). 1H NMR (CD3CN) δ4.68(s,2H), 5.95(b,1H), 6.69(b,... Reactants: Cl[C@H](C(=O)O)CC1=CC(=C(C=C1)OC)[N+](=O)[O-] ((S)-2-chloro-3-(4-methoxy-3-nitrophenyl)propionicacid), C=1(C(=CC=CC1)S(=O)(=O)O)C (toluenesulfonicacid). The solvent is C(C)O (ethanol). Product: Cl[C@H](C(=O)OCC)CC1=CC(=C(C=C1)OC)[N+](=O)[O-] (ethyl (S)-2-chloro-3-(4-methoxy-3-nitrophenyl)propionate). Yield: 710.4%. Reaction SMILES: [Cl:1][C@@H:2]([CH2:6][C:7]1[CH:12]=[CH:11][C:10]([O:13][CH3:14])=[C:9]([N+:15]([O-:17])=[O:16])[CH:8]=1)[C:3]([OH:5])=[O:4].[C:18]1(C)C(S(O)(=O)=O)=CC=C[CH:23]=1>C(O)C>[Cl:1][C@@H:2]([CH2:6][C:7]1[CH:12]=[CH:11][C:10]([O:13][CH3:14])=[C:9]([N+:15]([O-:17])=[O:16])[CH:8]=1)[C:3]([O:5][CH2:18][CH3:23])=[O:4]. Procedure: To a ethanol solution of (S)-2-chloro-3-(4-methoxy-3-nitrophenyl)propionicacid (4.46 g) was added p toluenesulfonicacid (0.38 g) and heated under reflux for 5 hours.After cooled it down, the solvent was evaporated in vacuo. Theresultant suspension solution was extracted by ethyl acetate (50 ml×3).After the ethyl acetate layer was washed with saturated brine,dried over anhydrous sodium sulfate. The solvent was evaporated invacuo, the resultant crude product was purified by silica gel columnchroma... The reactants are ClC1=C(C(=O)OC)C=C(C=N1)F (Methyl 2-chloro-5-fluoronicotinate), tetrakis(triphenylphoshine)palladium, CB(O)O (methyboronic acid), C([O-])([O-])=O.[K+].[K+] (potassium carbonate). The solvent is O1CCOCC1 (1,4-dioxane). Conditions: temperature 110 celsius. The product is FC=1C=NC(=C(C(=O)OC)C1)C (Methyl 5-fluoro-2-methylnicotinate). The yield is 70.0%. RXN SMILES: Cl[C:2]1[N:11]=[CH:10][C:9]([F:12])=[CH:8][C:3]=1[C:4]([O:6][CH3:7])=[O:5].[CH3:13]B(O)O.C(=O)([O-])[O-].[K+].[K+]>O1CCOCC1>[F:12][C:9]1[CH:10]=[N:11][C:2]([CH3:13])=[C:3]([CH:8]=1)[C:4]([O:6][CH3:7])=[O:5] |f:2.3.4|. Reported procedure: A mixture of methyl 2-chloro-5-fluoronicotinate (step 1, 1.5 g, 7.91 mmol), tetrakis(triphenylphoshine)palladium (914 mg, 0.79 mmol), methyboronic acid (521 mg, 8.70 mmol) and potassium carbonate (3.28 g, 23.7 mmol) in 1,4-dioxane (20 ml) was heated at 110° C. for 20 h under nitrogen atmosphere. The reaction mixture was filtered through a pad of celite (Celite(trademark) (diatomaceous earth)) and the filtrate was concentrated. The residue was purified by flush column chromatography on silica gel... Starting materials: OC1=CC=CC=2N=C(NC21)COC2=CC=C(C=C2)Cl (4-hydroxy-2-(4-chlorophenoxymethyl)benzimidazole), [H-].[Na+] (sodium hydride), C(C)(C)(C)OC(=O)N1CC(CCC1)CCCBr ((RS) 3-[1-(t-butoxycarbonyl)piperidin-3-yl)propyl bromide). Run in CN(C=O)C (N,N-dimethylformamide). Conditions: time 1 hour. Yields the product ClC1=CC=C(OCC2=NC3=C(N2CCCC2CN(CCC2)C(=O)OC(C)(C)C)C=CC=C3OCCCC3CN(CCC3)C(=O)OC(C)(C)C)C=C1 ((RS) 2-(4-chlorophenoxymethyl)-4-[3-[1-(t-butoxycarbonyl)piperidin-3-yl]propoxy]-1-[3-[1-(t-butoxycarbonyl)piperidin-3-yl]propyl]benzimidazole). As a reaction SMILES: [OH:1][C:2]1[C:10]2[NH:9][C:8]([CH2:11][O:12][C:13]3[CH:18]=[CH:17][C:16]([Cl:19])=[CH:15][CH:14]=3)=[N:7][C:6]=2[CH:5]=[CH:4][CH:3]=1.[H-].[Na+].[C:22]([O:26][C:27]([N:29]1[CH2:34][CH2:33][CH2:32][CH:31]([CH2:35][CH2:36][CH2:37]Br)[CH2:30]1)=[O:28])([CH3:25])([CH3:24])[CH3:23]>CN(C)C=O>[Cl:19][C:16]1[CH:17]=[CH:18][C:13]([O:12][CH2:11][C:8]2[N:7]([CH2:37][CH2:36][CH2:35][CH:31]3[CH2:32][CH2:33][CH2:34][N:29]([C:27]([O:26][C:22]([CH3:25])([CH3:24])[CH3:23])=[O:28])[CH2:30]3)[C:6]3[CH:5]=[CH:4][CH:3]=[C:2]([O:1][CH2:37][CH2:36][CH2:35][CH:31]4[CH2:32][CH2:33][CH2:34][N:29]([C:27]([O:26][C:22]([CH3:23])([CH3:25])[CH3:24])=[O:28])[CH2:30]4)[C:10]=3[N:9]=2)=[CH:14][CH:15]=1 |f:1.2|. Reported procedure: A solution of 4-hydroxy-2-(4-chlorophenoxymethyl)benzimidazole (500 mg, 1.82 mmol) in dry N,N-dimethylformamide (8 ml) was treated with sodium hydride (60% in mineral oil, 162 mg, 4.0 mmol, 2.2 eq). The resulting mixture was stirred at room temperature under a stream of nitrogen for about one hour. To this reaction mixture (RS) 3-[1-(t-butoxycarbonyl)piperidin-3-yl)propyl bromide (4.0 mmol, 2.2 eq) was added and the resulting mixture was stirred for three hours at 70° C. The reaction was quenche... Starting materials: C1CCC(CC1)N=C=NC2CCCCC2 (DCCI), C=1C=CC2=C(C1)N=NN2O (HOBT), N([C@@H](CC1=CC=CC=C1)C(=O)O)C(=O)OC(C)(C)C (BOC-Phe-OH), N[C@H](CC1=CNC2=CC=CC=C12)C(=O)N[C@@H](CCCCNC(=O)OCC1=CC=CC=C1)C(=O)OC.Cl (H-(D)Trp-Lys(Z)-OMe hydrochloride). The solvent is CN(C)C=O (DMF), CN(C)C=O (DMF), CCN(CC)CC (NEt3). Product: N([C@@H](CC1=CC=CC=C1)C(=O)N[C@H](CC1=CNC2=CC=CC=C12)C(=O)N[C@@H](CCCCNC(=O)OCC1=CC=CC=C1)C(=O)OC)C(=O)OC(C)(C)C (BOC-Phe-(D)Trp-Lys(Z)-OMe). Reaction SMILES: C1C=CC2N(O)N=NC=2C=1.[NH:11]([C:23]([O:25][C:26]([CH3:29])([CH3:28])[CH3:27])=[O:24])[C@H:12]([C:20]([OH:22])=O)[CH2:13][C:14]1[CH:19]=[CH:18][CH:17]=[CH:16][CH:15]=1.[NH2:30][C@@H:31]([C:42]([NH:44][C@H:45]([C:61]([O:63][CH3:64])=[O:62])[CH2:46][CH2:47][CH2:48][CH2:49][NH:50][C:51]([O:53][CH2:54][C:55]1[CH:60]=[CH:59][CH:58]=[CH:57][CH:56]=1)=[O:52])=[O:43])[CH2:32][C:33]1[C:41]2[C:36](=[CH:37][CH:38]=[CH:39][CH:40]=2)[NH:35][CH:34]=1.Cl.C1CCC(N=C=NC2CCCCC2)CC1>CN(C=O)C.CCN(CC)CC>[NH:11]([C:23]([O:25][C:26]([CH3:29])([CH3:28])[CH3:27])=[O:24])[C@H:12]([C:20]([NH:30][C@@H:31]([C:42]([NH:44][C@H:45]([C:61]([O:63][CH3:64])=[O:62])[CH2:46][CH2:47][CH2:48][CH2:49][NH:50][C:51]([O:53][CH2:54][C:55]1[CH:60]=[CH:59][CH:58]=[CH:57][CH:56]=1)=[O:52])=[O:43])[CH2:32][C:33]1[C:41]2[C:36](=[CH:37][CH:38]=[CH:39][CH:40]=2)[NH:35][CH:34]=1)=[O:22])[CH2:13][C:14]1[CH:15]=[CH:16][CH:17]=[CH:18][CH:19]=1 |f:2.3|. Conditions: temperature -20 celsius, time 18 hour. Procedure: 9.5 ml NEt3, 13 g HOBT and 17 g BOC-Phe-OH are added to 35 g H-(D)Trp-Lys(Z)-OMe hydrochloride in 350 ml DMF. The solution is cooled to -20° C. and 14.5 g DCCI dissolved in 50 ml DMF are added. The reaction mixture is stirred for ca. 18 hrs. at 0° C. and then for 1 day at room temperature. The precipitated dicyclohexyl-urea is filtered off and the filtrate is concentrated, diluted with methanol and H2O added until precipitation occurs. After filtration the residue is washed with MeOH/H2O (4:1) a... Starting materials: NC1=CC2=C(SC=C2CC2=C(C=C(C(=O)OC)C=C2)OC)C=C1 (methyl 4-(5-aminobenzo[b]thien-3-ylmethyl)-3-methoxybenzoate), CN1CCOCC1 (N-methylmorpholine), O (water). Run in ClCCl (dichloromethane). Reaction conditions: time 1 hour. Yields the product C(CCCCC)(=O)NC1=CC2=C(SC=C2CC2=C(C=C(C(=O)OC)C=C2)OC)C=C1 (Methyl 4-(5-hexanamidobenzo[b]thien-3-ylmethyl)-3-methoxybenzoate). The yield is 75.0%. As a reaction SMILES: [NH2:1][C:2]1[CH:23]=[CH:22][C:5]2[S:6][CH:7]=[C:8]([CH2:9][C:10]3[CH:19]=[CH:18][C:13]([C:14]([O:16][CH3:17])=[O:15])=[CH:12][C:11]=3[O:20][CH3:21])[C:4]=2[CH:3]=1.CN1[CH2:30][CH2:29][O:28]CC1.O>ClCCl>[C:29]([NH:1][C:2]1[CH:23]=[CH:22][C:5]2[S:6][CH:7]=[C:8]([CH2:9][C:10]3[CH:19]=[CH:18][C:13]([C:14]([O:16][CH3:17])=[O:15])=[CH:12][C:11]=3[O:20][CH3:21])[C:4]=2[CH:3]=1)(=[O:28])[CH2:30][CH2:23][CH2:2][CH2:3][CH3:4]. Reported procedure: Hexanoyl chloridc (0.024 g.) was added to a stirred solution of methyl 4-(5-aminobenzo[b]thien-3-ylmethyl)-3-methoxybenzoate (H) (0.06 g.), and N-methylmorpholine (0.1 ml.) in dichloromethane (3 ml.). The mixture was stirred for 1 hour and then poured into water (20 ml.). The aqueous mixture was extracted with dichloromethane (2×20 ml.). The combined extracts were dried (MgSO4), and evaporated. The mixture was recrystallized from a mixture of ethyl acetate and hexane to give the title compound (... Reactants: n-BuLi hexanes, C1C=CC2=CC=CC=C12 (indene), BuLi hexanes, Cl[Si](C)(C)Cl (dichlorodimethylsilane), [Cl-].[Cl-].[Cl-].[Cl-].[Zr+4].C1CCOC1 (zirconium tetrachloride THF). Solvent: hexanes, C1CCOC1 (THF), C1CCOC1 (THF). Conditions: temperature -78 celsius, time 2.5 hour. Product: [Cl-].[Cl-].C[SiH](C)[Zr+2](C1C=CC2=CC=CC=C12)C1C=CC2=CC=CC=C12 (dimethylsilylbis(indenyl) zirconium dichloride). As a reaction SMILES: [CH2:1]1[C:9]2[C:4](=[CH:5][CH:6]=[CH:7][CH:8]=2)[CH:3]=[CH:2]1.[Cl:10][Si:11](Cl)([CH3:13])[CH3:12].[Cl-:15].[Cl-].[Cl-].[Cl-].[Zr+4:19].[CH2:20]1[CH2:24]O[CH2:22][CH2:21]1>C1COCC1>[Cl-:10].[Cl-:15].[CH3:12][SiH:11]([Zr+2:19]([CH:20]1[C:24]2[C:3](=[CH:2][CH:1]=[CH:9][CH:8]=2)[CH:22]=[CH:21]1)[CH:1]1[C:9]2[C:4](=[CH:5][CH:6]=[CH:7][CH:8]=2)[CH:3]=[CH:2]1)[CH3:13] |f:2.3.4.5.6.7,9.10.11|. Reported procedure: A solution of 51 g (440 mmol) indene in 200 ml THF under N2 was cooled in an ice bath. Slowly, 185 ml n- BuLi/hexanes (2.5 M) were added, turning the pale yellow solution red-brown. The solution was stirred for 2.5 hours, then cooled to -78° C. To this solution were added 27.1 g (210 mmol) dichlorodimethylsilane. The red solution was stirred for 64 hours at ambient temperature, followed by reflux for one hour. The ligand solution was washed with 0.6 M aqueous NaCl solution, separated, combined w...